Task: describe an organic reaction: reactants, conditions, products, and yield. Dataset: the Open Reaction Database (ORD), a public repository of structured organic reaction records The reactants are CC(=O)[O-], CC(=O)[O-], [CH2]C, COCCOC, O=c1ccn2c(Cl)cccc2c1-c1c(Cl)cccc1Cl, OB(O)c1ccccc1Cl, [Na+], [Na+], O=C([O-])[O-], [Pd+2], c1ccc(P(c2ccccc2)c2ccccc2)cc1. Product: O=c1ccn2c(-c3ccccc3Cl)cccc2c1-c1c(Cl)cccc1Cl. As a reaction SMILES: [C:64]([O-:65])(=[O:66])[CH3:67].[C:69]([O-:70])(=[O:71])[CH3:72].[CH2:62][CH3:63].[CH3:56][O:57][CH2:58][CH2:59][O:60][CH3:61].[Cl:1][c:2]1[n:3]2[cH:4][cH:5][c:6](=[O:20])[c:7](-[c:12]3[c:13]([Cl:19])[cH:14][cH:15][cH:16][c:17]3[Cl:18])[c:8]2[cH:9][cH:10][cH:11]1.[Cl:21][c:22]1[c:23]([B:28]([OH:29])[OH:30])[cH:24][cH:25][cH:26][cH:27]1.[Na+:50].[Na+:51].[O-:52][C:53](=[O:54])[O-:55].[Pd+2:68].[c:31]1([P:32]([c:33]2[cH:34][cH:35][cH:36][cH:37][cH:38]2)[c:39]2[cH:40][cH:41][cH:42][cH:43][cH:44]2)[cH:45][cH:46][cH:47][cH:48][cH:49]1>>[c:2]1(-[c:23]2[c:22]([Cl:21])[cH:27][cH:26][cH:25][cH:24]2)[n:3]2[cH:4][cH:5][c:6](=[O:20])[c:7](-[c:12]3[c:13]([Cl:19])[cH:14][cH:15][cH:16][c:17]3[Cl:18])[c:8]2[cH:9][cH:10][cH:11]1. Starting materials: C1(=CC=CC=C1)C(N1CCN(CC1)CC(O)C1=CC=C(C=C1)O)C1=CC=CC=C1 (2-(4-diphenylmethylpiperazinyl)-1-(4-hydroxyphenyl)-ethanol), C(C=C)Br (allyl bromide), [OH-].[K+] (potassium hydroxide), resultant solution. The solvent is C(C)O (ethanol). The product is C(C=C)OC1=CC=C(C=C1)C(CN1CCN(CC1)C(C1=CC=CC=C1)C1=CC=CC=C1)O (1-(4-allyloxyphenyl)-2-(4-diphenylmethylpiperazinyl)ethanol). The yield is 63.7%. RXN SMILES: [C:1]1([CH:7]([C:24]2[CH:29]=[CH:28][CH:27]=[CH:26][CH:25]=2)[N:8]2[CH2:13][CH2:12][N:11]([CH2:14][CH:15]([C:17]3[CH:22]=[CH:21][C:20]([OH:23])=[CH:19][CH:18]=3)[OH:16])[CH2:10][CH2:9]2)[CH:6]=[CH:5][CH:4]=[CH:3][CH:2]=1.[CH2:30](Br)[CH:31]=[CH2:32].[OH-].[K+]>C(O)C>[CH2:32]([O:23][C:20]1[CH:19]=[CH:18][C:17]([CH:15]([OH:16])[CH2:14][N:11]2[CH2:10][CH2:9][N:8]([CH:7]([C:1]3[CH:2]=[CH:3][CH:4]=[CH:5][CH:6]=3)[C:24]3[CH:29]=[CH:28][CH:27]=[CH:26][CH:25]=3)[CH2:13][CH2:12]2)=[CH:22][CH:21]=1)[CH:31]=[CH2:30] |f:2.3|. Procedure: In 1.2 liters of ethanol were dissolved 120 g (0.31 mol) of 2-(4-diphenylmethylpiperazinyl)-1-(4-hydroxyphenyl)-ethanol, 74.8 g (0.62 mol) of allyl bromide and 41 g of potassium hydroxide. The resultant solution was heated with refluxing for one hour. After cooling the solution and then removing the solvent, the residue was added with 1.0 liter of ethyl acetate. The resultant mixture was washed successively with an aqueous 1N solution of sodium hydroxide, water and saturated saline, followed by ... Reactants: F[B-](F)(F)F, CC(C)(C)OC(=O)N1C(CCc2ccc(N)cc2)COC1(C)C, C1CCOC1, CN1CCOCC1, O=C(O)c1ccc(Cl)cn1, CN(C)C(On1nnc2ccccc21)=[N+](C)C. Yields the product CC(C)(C)OC(=O)N1C(CCc2ccc(NC(=O)c3ccc(Cl)cn3)cc2)COC1(C)C. As a reaction SMILES: [B-:31]([F:32])([F:33])([F:34])[F:35].[C:1]([CH3:2])([CH3:3])([CH3:4])[O:5][C:6](=[O:7])[N:8]1[C:9]([CH3:22])([CH3:23])[O:10][CH2:11][CH:12]1[CH2:13][CH2:14][c:15]1[cH:16][cH:17][c:18]([NH2:21])[cH:19][cH:20]1.[CH2:63]1[O:64][CH2:65][CH2:66][CH2:67]1.[CH3:24][N:25]1[CH2:26][CH2:27][O:28][CH2:29][CH2:30]1.[Cl:53][c:54]1[cH:55][cH:56][c:57]([C:60](=[O:61])[OH:62])[n:58][cH:59]1.[n:36]1([O:37][C:38]([N:39]([CH3:40])[CH3:41])=[N+:42]([CH3:43])[CH3:44])[c:45]2[cH:46][cH:47][cH:48][cH:49][c:50]2[n:51][n:52]1>>[C:1]([CH3:2])([CH3:3])([CH3:4])[O:5][C:6](=[O:7])[N:8]1[C:9]([CH3:22])([CH3:23])[O:10][CH2:11][CH:12]1[CH2:13][CH2:14][c:15]1[cH:16][cH:17][c:18]([NH:21][C:60]([c:57]2[cH:56][cH:55][c:54]([Cl:53])[cH:59][n:58]2)=[O:61])[cH:19][cH:20]1.